describe an organic reaction: reactants, conditions, products, and yield From a dataset of the Open Reaction Database (ORD), a public repository of structured organic reaction records. The reactants are CNc1nnc(S(=O)(=O)N(C)Cc2cccnc2)s1, CN=C=O, Cc1ccccc1. The product is CNC(=O)N(C)c1nnc(S(=O)(=O)N(C)Cc2cccnc2)s1. RXN SMILES: [CH3:1][NH:2][c:3]1[s:4][c:5]([S:8]([N:9]([CH2:10][c:11]2[cH:12][n:13][cH:14][cH:15][cH:16]2)[CH3:17])(=[O:18])=[O:19])[n:6][n:7]1.[CH3:20][N:21]=[C:22]=[O:23].[CH3:24][c:25]1[cH:26][cH:27][cH:28][cH:29][cH:30]1>>[CH3:1][N:2]([c:3]1[s:4][c:5]([S:8]([N:9]([CH2:10][c:11]2[cH:12][n:13][cH:14][cH:15][cH:16]2)[CH3:17])(=[O:18])=[O:19])[n:6][n:7]1)[C:22]([NH:21][CH3:20])=[O:23]. Reactants: C(=O)C=1C=CC=C2CCC(CC12)N(CCC)CCC (8-formyl-2-dipropylamino-1,2,3,4-tetrahydronaphthalene), [BH4-].[Na+] (sodium borohydride), Cl (hydrochloric acid). Solvent: O (water), C(C)O (ethanol). Reaction conditions: time 18 hour. The product is C(CC)N(C1CC2=C(C=CC=C2CC1)CO)CCC (2-Di-n-propylamino-8-hydroxymethyl-1,2,3,4-tetrahydronaphthalene). Reaction SMILES: [CH:1]([C:3]1[CH:4]=[CH:5][CH:6]=[C:7]2[C:12]=1[CH2:11][CH:10]([N:13]([CH2:17][CH2:18][CH3:19])[CH2:14][CH2:15][CH3:16])[CH2:9][CH2:8]2)=[O:2].[BH4-].[Na+].Cl>C(O)C.O>[CH2:17]([N:13]([CH2:14][CH2:15][CH3:16])[CH:10]1[CH2:9][CH2:8][C:7]2[C:12](=[C:3]([CH2:1][OH:2])[CH:4]=[CH:5][CH:6]=2)[CH2:11]1)[CH2:18][CH3:19] |f:1.2|. Reported procedure: To a solution of 8-formyl-2-dipropylamino-1,2,3,4-tetrahydronaphthalene (1 gm, 3.86 mMol) in ethanol (15 mL) was added sodium borohydride (500 mg, 13.2 mMol), and the solution was stirred for 18 hours at room temperature. The reaction mixture was then diluted with water and made acidic with 10% hydrochloric acid. The aqueous was extracted once with diethyl ether, and the organic phase was discarded. The remaining aqueous phase was made basic with concentrated ammonium hydroxide and extracted wit... Reactants: COc1cc(C(=O)CBr)ccc1O, CC(=O)O, O=[N+]([O-])O. Yields the product COc1cc(C(=O)CBr)cc([N+](=O)[O-])c1O. As a reaction SMILES: [Br:5][CH2:6][C:7](=[O:8])[c:9]1[cH:10][c:11]([O:16][CH3:17])[c:12]([OH:15])[cH:13][cH:14]1.[CH3:18][C:19](=[O:20])[OH:21].[OH:1][N+:2]([O-:3])=[O:4]>>[O-:1][N+:2](=[O:4])[c:13]1[c:12]([OH:15])[c:11]([O:16][CH3:17])[cH:10][c:9]([C:7]([CH2:6][Br:5])=[O:8])[cH:14]1. Starting materials: [N+](#[C-])[C@H]1C(N([C@@H]1CC=C)C(C(=O)OC)=C(C)C)=O (methyl 2-[(3R,4R)-3-isocyano-2-oxo-4-allylazetidin-1-yl]-3-methylbut-2-enoate), C(CCC)[Li] (n-butyl lithium), CC(=O)C (acetone), ClC(=O)OCC1=CC=C(C=C1)[N+](=O)[O-] (4-nitrobenzyl chloroformate). The solvent is C(C)(=O)O (acetic acid), O1CCCC1 (tetrahydrofuran), O1CCCC1 (tetrahydrofuran), O1CCCC1 (tetrahydrofuran). Reaction conditions: temperature -78 celsius, time 15 minute. Yields the product [N+](#[C-])[C@@]1(C(N([C@@H]1CC=C)C(C(=O)OC)=C(C)C)=O)C(C)(OC(=O)OCC1=CC=C(C=C1)[N+](=O)[O-])C (methyl 2-{(3R, 4R)-3-isocyano-3-[1-methyl-1-(4-nitrobenzyloxycarbonyloxy)ethyl]-2-oxo-4-allylazetidin-1-yl}-3-methylbut-2-enoate). Reaction SMILES: [N+:1]([C@@H:3]1[C@@H:6]([CH2:7][CH:8]=[CH2:9])[N:5]([C:10](=[C:15]([CH3:17])[CH3:16])[C:11]([O:13][CH3:14])=[O:12])[C:4]1=[O:18])#[C-:2].C([Li])CCC.[CH3:24][C:25]([CH3:27])=[O:26].Cl[C:29]([O:31][CH2:32][C:33]1[CH:38]=[CH:37][C:36]([N+:39]([O-:41])=[O:40])=[CH:35][CH:34]=1)=[O:30]>O1CCCC1.C(O)(=O)C>[N+:1]([C@@:3]1([C:25]([CH3:27])([O:26][C:29]([O:31][CH2:32][C:33]2[CH:34]=[CH:35][C:36]([N+:39]([O-:41])=[O:40])=[CH:37][CH:38]=2)=[O:30])[CH3:24])[C@@H:6]([CH2:7][CH:8]=[CH2:9])[N:5]([C:10](=[C:15]([CH3:17])[CH3:16])[C:11]([O:13][CH3:14])=[O:12])[C:4]1=[O:18])#[C-:2]. Procedure: To a solution of methyl 2-[(3R,4R)-3-isocyano-2-oxo-4-allylazetidin-1-yl]-3-methylbut-2-enoate (127.6 mg) in tetrahydrofuran (2.55 ml) was added dropwise a solution of n-butyl lithium (0.409 ml of 1.51 M solution in hexane) at -78° C. over a period of 3 minutes. After stirring for 15 minutes at -78° C., the reaction mixture was added dropwise with a solution of acetone (0.0459 ml) in tetrahydrofuran (0.459 ml) at -78° C. over a period of 3 minutes. After stirring for 25 minutes at -78° C., the r...